The task is: describe an organic reaction: reactants, conditions, products, and yield. This data is from the Open Reaction Database (ORD), a public repository of structured organic reaction records. The reactants are C(C)(C)(C)O (tert-butanol), O (water), CC(C)(C)OC (MTBE), CC(C)(C)OC (MTBE), product ( IV ), CO (methanol). Product: COC(C)CC (2-methoxybutane), CC(=C)CC(C)(C)C (diisobutene). RXN SMILES: CO.[C:3](O)([CH3:6])([CH3:5])[CH3:4].O.[CH3:9][C:10]([O:13][CH3:14])([CH3:12])[CH3:11]>>[CH3:14][O:13][CH:10]([CH2:11][CH3:3])[CH3:9].[CH3:4][C:3]([CH2:6][C:10]([CH3:12])([CH3:11])[CH3:9])=[CH2:5]. Reported procedure: The bottom product (IV) from the column K1 comprised predominantly unreacted MTBE (about 23% by mass) and methanol (about 75% by mass). In addition, unreacted 2-methoxybutane, tert-butanol, water and diisobutene formed by reaction and also diisobutene originating from the feed MTBE, inter alia, were present. This stream was fed to the column K2. Reactants: [N+](=O)([O-])C=1C=C(C=CC1)NC1=C(C=O)C=CC=N1 (2-(3-nitrophenylamino)nicotinaldehyde), O1C(=CC=C1)CCCCC(=O)OCC (ethyl 5-(2-furyl)pentanoate), [Li+].CC(C)[N-]C(C)C (LDA). Run in CN(C)C=O (DMF). Product: [N+](=O)([O-])C=1C=C(C=CC1)N1C(C(=CC2=CC=CN=C12)CCCC=1OC=CC1)=O (1-(3-nitrophenyl)-3-[3-(2-furyl)propyl]-1,8-naphthyridin-2(1H)-one). RXN SMILES: [N+:1]([C:4]1[CH:5]=[C:6]([NH:10][C:11]2[N:18]=[CH:17][CH:16]=[CH:15][C:12]=2[CH:13]=O)[CH:7]=[CH:8][CH:9]=1)([O-:3])=[O:2].[O:19]1[CH:23]=[CH:22][CH:21]=[C:20]1[CH2:24][CH2:25][CH2:26][CH2:27][C:28](OCC)=[O:29].[Li+].CC([N-]C(C)C)C>CN(C=O)C>[N+:1]([C:4]1[CH:5]=[C:6]([N:10]2[C:11]3[C:12](=[CH:15][CH:16]=[CH:17][N:18]=3)[CH:13]=[C:27]([CH2:26][CH2:25][CH2:24][C:20]3[O:19][CH:23]=[CH:22][CH:21]=3)[C:28]2=[O:29])[CH:7]=[CH:8][CH:9]=1)([O-:3])=[O:2] |f:2.3|. Procedure: The procedure of Example 1 was repeated using 2-(3-nitrophenylamino)nicotinaldehyde (1.0 eq.), ethyl 5-(2-furyl)pentanoate (1.5 eq., prepared in Synthetic Example 18) and LDA (1.5 eq.) to obtain 1-(3-nitrophenyl)-3-[3-(2-furyl)propyl]-1,8-naphthyridin-2(1H)-one, mp 166 to 167° C./DMF, wherein the product was purified through silica gel column chromatography and recrystallization. Starting materials: ClC1=NC=CC2=CC(=CC=C12)NS(=O)(=O)C1=CC=C(C=C1)Cl (1-chloro-6-(4-chlorobenzenesulfonylamino)isoquinoline), CO.CNC (dimethylamine methanol), O (water). The solvent is CS(=O)C (dimethyl sulfoxide). Reaction conditions: temperature 80 celsius, time 10 hour. The product is ClC1=CC=C(C=C1)S(=O)(=O)NC=1C=C2C=CN=C(C2=CC1)N(C)C (6-(4-Chlorobenzenesulfonylamino)-1-dimethylaminoisoquinoline). As a reaction SMILES: Cl[C:2]1[C:11]2[C:6](=[CH:7][C:8]([NH:12][S:13]([C:16]3[CH:21]=[CH:20][C:19]([Cl:22])=[CH:18][CH:17]=3)(=[O:15])=[O:14])=[CH:9][CH:10]=2)[CH:5]=[CH:4][N:3]=1.CO.[CH3:25][NH:26][CH3:27].O>CS(C)=O>[Cl:22][C:19]1[CH:20]=[CH:21][C:16]([S:13]([NH:12][C:8]2[CH:7]=[C:6]3[C:11](=[CH:10][CH:9]=2)[C:2]([N:26]([CH3:27])[CH3:25])=[N:3][CH:4]=[CH:5]3)(=[O:15])=[O:14])=[CH:17][CH:18]=1 |f:1.2|. Procedure: In dimethyl sulfoxide (1 ml) was dissolved 60 mg of 1-chloro-6-(4-chlorobenzenesulfonylamino)isoquinoline (Example 61). To the mixture was added 50% dimethylamine methanol solution (0.04 ml), followed by heating under stirring at 80° C. for 10 hours. After standing to cool, water was added thereto and the mixture was extracted with ethyl acetate. The extract was washed with brine, dried over anhydrous magnesium sulfate and the solvent was evaporated. The residue was purified by preparative TLC a... The reactants are C1COCCN1, ClCCl, Fc1ccc(Br)cc1COCCCCBr, C1CCOC1. Product: Fc1ccc(Br)cc1COCCCCN1CCOCC1. As a reaction SMILES: [CH2:16]1[CH2:17][O:18][CH2:19][CH2:20][NH:21]1.[CH2:27]([Cl:28])[Cl:29].[F:1][c:2]1[c:3]([CH2:4][O:5][CH2:6][CH2:7][CH2:8][CH2:9][Br:10])[cH:11][c:12]([Br:15])[cH:13][cH:14]1.[O:22]1[CH2:23][CH2:24][CH2:25][CH2:26]1>>[F:1][c:2]1[c:3]([CH2:4][O:5][CH2:6][CH2:7][CH2:8][CH2:9][N:21]2[CH2:16][CH2:17][O:18][CH2:19][CH2:20]2)[cH:11][c:12]([Br:15])[cH:13][cH:14]1. Starting materials: 2-[, ClC1=C(C=C(C(=C1)F)N)CN1OCC(C1=O)(C)C ((2-chloro-4-fluoro-5-aminophenyl)methyl-4,4-dimethyl-3-isoxazolidinone), C1(C2C(C(=O)O1)CCC=C2)=O (tetrahydrophthalic anhydride). Run in C(C)(=O)O (acetic acid). The product is ClC1=CC(=C(C=C1CN1OCC(C1=O)(C)C)N1C(C2=C(C1=O)CCCC2)=O)F (N-[4-chloro-2-fluoro-5[(4,4-dimethyl-3-oxoisoxazolidin-2-yl)methyl]phenyl]-3,4,5,6-tetrahydrophthalimide). As a reaction SMILES: [Cl:1][C:2]1[CH:7]=[C:6]([F:8])[C:5]([NH2:9])=[CH:4][C:3]=1[CH2:10][N:11]1[C:15](=[O:16])[C:14]([CH3:18])([CH3:17])[CH2:13][O:12]1.[C:19]1(=O)[O:24][C:22](=[O:23])[CH:21]2[CH2:25][CH2:26][CH:27]=[CH:28][CH:20]12>C(O)(=O)C>[Cl:1][C:2]1[C:3]([CH2:10][N:11]2[C:15](=[O:16])[C:14]([CH3:18])([CH3:17])[CH2:13][O:12]2)=[CH:4][C:5]([N:9]2[C:22](=[O:23])[C:21]3[CH2:25][CH2:26][CH2:27][CH2:28][C:20]=3[C:19]2=[O:24])=[C:6]([F:8])[CH:7]=1. Reported procedure: By the method of Example 2, Step H, 3.0 g (0.011 mole) of 2-[(2-chloro-4-fluoro-5-aminophenyl)methyl-4,4-dimethyl-3-isoxazolidinone and 1.84 g (0.012 mole) of tetrahydrophthalic anhydride were reacted in 10 ml of acetic acid, yielding 3.0 g of N-[4-chloro-2-fluoro-5[(4,4-dimethyl-3-oxoisoxazolidin-2-yl)methyl]phenyl]-3,4,5,6-tetrahydrophthalimide as a yellow solid, m.p. 136°-138° C. The nmr and ir spectra were consistent with the proposed structure. Product: O=C(COc1ccc2ccccc2c1)N1CCCN(c2cc(N3CCCC3)nc(N3CCCC3)n2)CC1. Reactants: c1c(N2CCCC2)nc(N2CCCC2)nc1N1CCCNCC1, C1CCOC1, O=C(O)COc1ccc2ccccc2c1. As a reaction SMILES: [N:16]1([c:21]2[n:22][c:23]([N:34]3[CH2:35][CH2:36][CH2:37][CH2:38]3)[cH:24][c:25]([N:27]3[CH2:28][CH2:29][NH:30][CH2:31][CH2:32][CH2:33]3)[n:26]2)[CH2:17][CH2:18][CH2:19][CH2:20]1.[O:39]1[CH2:40][CH2:41][CH2:42][CH2:43]1.[cH:1]1[c:2]([O:11][CH2:12][C:13](=[O:14])[OH:15])[cH:3][cH:4][c:5]2[cH:6][cH:7][cH:8][cH:9][c:10]12>>[cH:1]1[c:2]([O:11][CH2:12][C:13](=[O:15])[N:30]2[CH2:29][CH2:28][N:27]([c:25]3[cH:24][c:23]([N:34]4[CH2:35][CH2:36][CH2:37][CH2:38]4)[n:22][c:21]([N:16]4[CH2:17][CH2:18][CH2:19][CH2:20]4)[n:26]3)[CH2:33][CH2:32][CH2:31]2)[cH:3][cH:4][c:5]2[cH:6][cH:7][cH:8][cH:9][c:10]12. The reactants are CCOC(=O)CBr, O=C([O-])[O-], CN(C)C=O, [K+], [K+], O=c1ccc(C(c2ccccc2)c2ccccc2)nn1CCC1CCCc2c(O)cccc21. Product: CCOC(=O)COc1cccc2c1CCCC2CCn1nc(C(c2ccccc2)c2ccccc2)ccc1=O. As a reaction SMILES: [Br:40][CH2:41][C:42](=[O:43])[O:44][CH2:45][CH3:46].[C:34](=[O:35])([O-:36])[O-:37].[CH3:47][N:48]([CH3:49])[CH:50]=[O:51].[K+:38].[K+:39].[OH:1][c:2]1[c:3]2[c:8]([cH:9][cH:10][cH:11]1)[CH:7]([CH2:12][CH2:13][n:14]1[n:15][c:16]([CH:21]([c:22]3[cH:23][cH:24][cH:25][cH:26][cH:27]3)[c:28]3[cH:29][cH:30][cH:31][cH:32][cH:33]3)[cH:17][cH:18][c:19]1=[O:20])[CH2:6][CH2:5][CH2:4]2>>[O:1]([c:2]1[c:3]2[c:8]([cH:9][cH:10][cH:11]1)[CH:7]([CH2:12][CH2:13][n:14]1[n:15][c:16]([CH:21]([c:22]3[cH:23][cH:24][cH:25][cH:26][cH:27]3)[c:28]3[cH:29][cH:30][cH:31][cH:32][cH:33]3)[cH:17][cH:18][c:19]1=[O:20])[CH2:6][CH2:5][CH2:4]2)[CH2:41][C:42](=[O:43])[O:44][CH2:45][CH3:46]. The reactants are FC=1C(=C(C=NC1)NC(C(C)(C)C)=O)I (N-(5-Fluoro-4-iodopyridin-3-yl)-2,2-dimethylpropanamide), Cl (HCl). Product: FC=1C(=C(C=NC1)N)I (5-Fluoro-4-iodopyridin-3-amine). Yield: 82.5%. Reaction SMILES: [F:1][C:2]1[C:3]([I:15])=[C:4]([NH:8]C(=O)C(C)(C)C)[CH:5]=[N:6][CH:7]=1.Cl>>[F:1][C:2]1[C:3]([I:15])=[C:4]([NH2:8])[CH:5]=[N:6][CH:7]=1. Procedure details: N-(5-Fluoro-4-iodopyridin-3-yl)-2,2-dimethylpropanamide (8.46 g, 26.3 mmol) was heated at reflux in aqueous 3M HCl for 2 hours. The reaction was carefully quenched with aqueous sodium hydroxide (3M) until basic and the mixture was extracted with dichloromethane (×3). The combined organic fractions were dried (MgSO4), filtered and the solvent was evaporated under reduced pressure to afford the title compound (5.16 g, 21.7 mmol, 83% yield) as an off white solid, MS (ESI): m/z=239.18 (MH+), 90% pur...